Dataset: the Open Reaction Database (ORD), a public repository of structured organic reaction records. Task: describe an organic reaction: reactants, conditions, products, and yield The reactants are C(=O)(O)[O-].[Na+] (NaHCO3), ClC1=NC=C(C(=N1)NC1=C(C(=O)NC)C=CC=C1)Cl (2-(2,5-dichloro-pyrimidin-4-ylamino)-N-methyl-benzamide), Cl.Cl.COC1=C(N)C=CC(=C1)N1CCOCC1 (2-methoxy-4-morpholinoaniline dihydrochloride), ethanolic solution, Cl (hydrogen chloride). Solvent: C(C)(=O)O (acetic acid). Conditions: temperature 120 celsius, time 16 hour. The product is ClC=1C(=NC(=NC1)NC1=C(C=C(C=C1)N1CCOCC1)OC)NC1=C(C(=O)O)C=CC=C1 (2-[5-chloro-2-(2-methoxy-4-morpholin-4-yl-phenyl-amino)-pyrimidin-4-ylamino]-benzoic acid). Yield: 63.0%. As a reaction SMILES: Cl[C:2]1[N:7]=[C:6]([NH:8][C:9]2[CH:18]=[CH:17][CH:16]=[CH:15][C:10]=2[C:11](NC)=[O:12])[C:5]([Cl:19])=[CH:4][N:3]=1.Cl.Cl.[CH3:22][O:23][C:24]1[CH:30]=[C:29]([N:31]2[CH2:36][CH2:35][O:34][CH2:33][CH2:32]2)[CH:28]=[CH:27][C:25]=1[NH2:26].Cl.C([O-])(O)=[O:39].[Na+]>C(O)(=O)C>[Cl:19][C:5]1[C:6]([NH:8][C:9]2[CH:18]=[CH:17][CH:16]=[CH:15][C:10]=2[C:11]([OH:12])=[O:39])=[N:7][C:2]([NH:26][C:25]2[CH:27]=[CH:28][C:29]([N:31]3[CH2:36][CH2:35][O:34][CH2:33][CH2:32]3)=[CH:30][C:24]=2[O:23][CH3:22])=[N:3][CH:4]=1 |f:1.2.3,5.6|. Procedure details: To a solution of 1.0 g (3.37 mmol) of 2-(2,5-dichloro-pyrimidin-4-ylamino)-N-methyl-benzamide in 15 mL of acetic acid are added 2-methoxy-4-morpholinoaniline dihydrochloride (1.9 g, 6.73 mmol) and 6.0 mL of 1N ethanolic solution of hydrogen chloride (6.0 mmol). After the reaction mixture is stirred at 120° C. for 16 hours and cooled to room temperature, aqueous NaHCO3 solution is added to adjust the acidity between pH 5 and pH 6. The resulting precipitate is collected by a filtration and dried u... The reactants are O=CC1CCCCC1, FC(F)(F)c1nnc2ccc(N3CCNCC3)nn12. The product is FC(F)(F)c1nnc2ccc(N3CCN(CC4CCCCC4)CC3)nn12. As a reaction SMILES: [CH:20]1([CH:26]=[O:27])[CH2:21][CH2:22][CH2:23][CH2:24][CH2:25]1.[N:1]1([c:7]2[cH:8][cH:9][c:10]3[n:11]([n:12]2)[c:13]([C:16]([F:17])([F:18])[F:19])[n:14][n:15]3)[CH2:2][CH2:3][NH:4][CH2:5][CH2:6]1>>[N:1]1([c:7]2[cH:8][cH:9][c:10]3[n:11]([n:12]2)[c:13]([C:16]([F:17])([F:18])[F:19])[n:14][n:15]3)[CH2:2][CH2:3][N:4]([CH2:26][CH:20]2[CH2:21][CH2:22][CH2:23][CH2:24][CH2:25]2)[CH2:5][CH2:6]1.